This data is from the Open Reaction Database (ORD), a public repository of structured organic reaction records. The task is: describe an organic reaction: reactants, conditions, products, and yield The reactants are aqueous solution, [OH-].[Na+] (sodium hydroxide), COC(CN(C)CC1=C(C2=C(C=C1)OCO2)OC)OC (N-(2-methoxy-3,4-methylenedioxybenzyl)-N-methylaminoacetaldehyde dimethylacetal). Solvent: S(O)(O)(=O)=O (sulfuric acid). Conditions: temperature 5 celsius. Yields the product OC1CN(CC2=C(C3=C(C=C12)OCO3)OC)C (4-hydroxy-8-methoxy-2-methyl-6,7 -methylenedioxy-1,2,3,4-tetrahydroisoquinoline). The yield is 78.2%. As a reaction SMILES: C[O:2][CH:3](OC)[CH2:4][N:5]([CH2:7][C:8]1[CH:13]=[CH:12][C:11]2[O:14][CH2:15][O:16][C:10]=2[C:9]=1[O:17][CH3:18])[CH3:6].[OH-].[Na+]>S(=O)(=O)(O)O>[OH:2][CH:3]1[C:13]2[C:8](=[C:9]([O:17][CH3:18])[C:10]3[O:16][CH2:15][O:14][C:11]=3[CH:12]=2)[CH2:7][N:5]([CH3:6])[CH2:4]1 |f:1.2|. Procedure details: 5.67 g (20 mmol) of N-(2-methoxy-3,4-methylenedioxybenzyl)-N-methylaminoacetaldehyde dimethylacetal (5) was dissolved in 40 ml of 6N sulfuric acid and the solution was stirred under heating at 76°-77° C. for 1.5 hour. The solution was cooled and added with 25% aqueous solution of sodium hydroxide at a temperature below 30° C. to make the pH of the solution about 11. The solution was extracted with 35 ml and then with 10 ml of methylene chloride successively, and the extracts were joined, washed ... The reactants are N(=[N+]=[N-])C[C@H]1C[C@H](O)CO1 (2,5-Anhydro-1-azido-1,3-dideoxy-D-erythro-pentitol), C(C)(=S)[O-].[K+] (potassium thioacetate), C(C)#N (acetonitrile). Solvent: C(C)(=O)OCC.CCCCCC (ethyl acetate hexane). The product is N(=[N+]=[N-])C[C@H]1C[C@@H](S)CO1 (2,5-Anhydro-1-azido-1,3-dideoxy-4-thio-L-threo-pentitol). Reaction SMILES: [N:1]([CH2:4][C@@H:5]1[O:10][CH2:9][C@@H:7](O)[CH2:6]1)=[N+:2]=[N-:3].C([O-])(=[S:13])C.[K+].C(#N)C>C(OCC)(=O)C.CCCCCC>[N:1]([CH2:4][C@@H:5]1[O:10][CH2:9][C@H:7]([SH:13])[CH2:6]1)=[N+:2]=[N-:3] |f:1.2,4.5|. Procedure details: The title compound is prepared by the procedure of Example 111 using 2.22 gof product from Example 116, 1.01 g of potassium thioacetate and 25 ml of acetonitrile to give 0.90 g of the desired product after chromatography (silica gel: 30% ethyl acetate/hexane). IR(neat): 2100 and 1692 cm-1. Starting materials: O=C([O-])[O-], NS(=O)(=O)c1cccc(-c2c(Cl)nc(C(F)(F)F)nc2-c2ccc(F)cc2)c1, [K+], [K+], O, CONC(=O)c1ccc(O)c(OC)c1. Product: CONC(=O)c1ccc(Oc2nc(C(F)(F)F)nc(-c3ccc(F)cc3)c2-c2cccc(S(N)(=O)=O)c2)c(OC)c1. RXN SMILES: [C:43](=[O:44])([O-:45])[O-:46].[Cl:1][c:2]1[n:3][c:4]([C:25]([F:26])([F:27])[F:28])[n:5][c:6](-[c:18]2[cH:19][cH:20][c:21]([F:24])[cH:22][cH:23]2)[c:7]1-[c:8]1[cH:9][c:10]([S:14](=[O:15])(=[O:16])[NH2:17])[cH:11][cH:12][cH:13]1.[K+:47].[K+:48].[OH2:49].[OH:29][c:30]1[c:31]([O:41][CH3:42])[cH:32][c:33]([C:34](=[O:35])[NH:36][O:37][CH3:38])[cH:39][cH:40]1>>[c:2]1([O:29][c:30]2[c:31]([O:41][CH3:42])[cH:32][c:33]([C:34](=[O:35])[NH:36][O:37][CH3:38])[cH:39][cH:40]2)[n:3][c:4]([C:25]([F:26])([F:27])[F:28])[n:5][c:6](-[c:18]2[cH:19][cH:20][c:21]([F:24])[cH:22][cH:23]2)[c:7]1-[c:8]1[cH:9][c:10]([S:14](=[O:15])(=[O:16])[NH2:17])[cH:11][cH:12][cH:13]1. Reactants: CS(C)=O, CCO, S=C1CN=C(c2ccccc2)c2cc(Cl)ccc2N1, NN, O. Yields the product NNC1=Nc2ccc(Cl)cc2C(c2ccccc2)=NC1. As a reaction SMILES: [CH3:20][S:21]([CH3:22])=[O:23].[CH3:27][CH2:28][OH:29].[Cl:1][c:2]1[cH:3][cH:4][c:5]2[c:6]([cH:19]1)[C:7]([c:13]1[cH:14][cH:15][cH:16][cH:17][cH:18]1)=[N:8][CH2:9][C:10](=[S:12])[NH:11]2.[NH2:25][NH2:26].[OH2:24]>>[Cl:1][c:2]1[cH:3][cH:4][c:5]2[c:6]([cH:19]1)[C:7]([c:13]1[cH:14][cH:15][cH:16][cH:17][cH:18]1)=[N:8][CH2:9][C:10]([NH:25][NH2:26])=[N:11]2. Starting materials: CC(C)(C)OC(=O)C(CC(=O)OCc1ccccc1)c1ccc(Br)cc1, Cc1ccccc1. As a reaction SMILES: [Br:1][c:2]1[cH:3][cH:4][c:5]([CH:8]([C:9](=[O:10])[O:11][C:12]([CH3:13])([CH3:14])[CH3:15])[CH2:16][C:17](=[O:18])[O:19][CH2:20][c:21]2[cH:22][cH:23][cH:24][cH:25][cH:26]2)[cH:6][cH:7]1.[CH3:27][c:28]1[cH:29][cH:30][cH:31][cH:32][cH:33]1>>[Br:1][c:2]1[cH:3][cH:4][c:5]([CH:8]([C:9](=[O:10])[OH:11])[CH2:16][C:17](=[O:18])[O:19][CH2:20][c:21]2[cH:22][cH:23][cH:24][cH:25][cH:26]2)[cH:6][cH:7]1. Yields the product O=C(CC(C(=O)O)c1ccc(Br)cc1)OCc1ccccc1. RXN SMILES: [OH:1][C:2]1[CH:3]=[C:4]([NH:9][C:10]([NH2:12])=[S:11])[CH:5]=[CH:6][C:7]=1[CH3:8].Br[CH2:14][C:15](=O)[CH3:16]>CN(C=O)C>[CH3:8][C:7]1[CH:6]=[CH:5][C:4]([NH:9][C:10]2[S:11][CH:14]=[C:15]([CH3:16])[N:12]=2)=[CH:3][C:2]=1[OH:1]. Reactants: OC=1C=C(C=CC1C)NC(=S)N (1-(3-hydroxy-4-methylphenyl)thiourea), BrCC(C)=O (bromoacetone). Yield: 61.0%. Procedure: Following the general procedure for the synthesis of derivatives 6 and 7, a solution of 1-(3-hydroxy-4-methylphenyl)thiourea (100 mg, 0.59 mmol) and bromoacetone (96 mg, 0.71 mmol) in dry DMF (2.4 mL) was heated at 60° C. for 6 h. The title compound was obtained, after purification by flash chromatography on silica gel (hexane:EtOAc 6/4) in 61% yield (79 mg). The solvent is CN(C)C=O (DMF). Product: CC1=C(C=C(C=C1)NC=1SC=C(N1)C)O (2-Methyl-5-(4-methylthiazol-2-ylamino)phenol). Reactants: CCCC[SnH](CCCC)CCCC, C1CCOC1, CC1(O)CC(=O)OC(CCc2ccccc2OCc2ccccc2)C1Br. The product is CC1(O)CC(=O)OC(CCc2ccccc2OCc2ccccc2)C1. As a reaction SMILES: [CH2:27]([SnH:28]([CH2:29][CH2:30][CH2:31][CH3:32])[CH2:33][CH2:34][CH2:35][CH3:36])[CH2:37][CH2:38][CH3:39].[O:40]1[CH2:41][CH2:42][CH2:43][CH2:44]1.[OH:1][C:2]1([CH3:26])[CH2:3][C:4](=[O:5])[O:6][CH:7]([CH2:10][CH2:11][c:12]2[c:13]([O:18][CH2:19][c:20]3[cH:21][cH:22][cH:23][cH:24][cH:25]3)[cH:14][cH:15][cH:16][cH:17]2)[CH:8]1[Br:9]>>[OH:1][C:2]1([CH3:26])[CH2:3][C:4](=[O:5])[O:6][CH:7]([CH2:10][CH2:11][c:12]2[c:13]([O:18][CH2:19][c:20]3[cH:21][cH:22][cH:23][cH:24][cH:25]3)[cH:14][cH:15][cH:16][cH:17]2)[CH2:8]1. The reactants are aqueous solution, CN (methylamine), NC=1C(=CC(=C(C1)N1C=C(C(C2=CC(=C(C(=C12)Cl)F)F)=O)C(=O)O)F)F (1-(5-amino-2,4-difluorophenyl)-8-chloro-6,7-difluoro-4-oxo-1,4-dihydroquinoline-3-carboxylic acid), N1=CC=CC=C1 (Pyridine). Run at temperature 70 celsius, time 8 hour. Yields the product NC=1C(=CC(=C(C1)N1C=C(C(C2=CC(=C(C(=C12)Cl)NCC)F)=O)C(=O)O)F)F (1-(5-Amino-2,4-difluorophenyl)-8-chloro-7-ethylamino-6-fluoro-4-oxo-1,4-dihydroquinoline-3-carboxylic Acid). The yield is 81.7%. Reaction SMILES: CN.[NH2:3][C:4]1[C:5]([F:28])=[CH:6][C:7]([F:27])=[C:8]([N:10]2[C:19]3[C:14](=[CH:15][C:16]([F:22])=[C:17](F)[C:18]=3[Cl:20])[C:13](=[O:23])[C:12]([C:24]([OH:26])=[O:25])=[CH:11]2)[CH:9]=1.[N:29]1C=CC=[CH:31][CH:30]=1>>[NH2:3][C:4]1[C:5]([F:28])=[CH:6][C:7]([F:27])=[C:8]([N:10]2[C:19]3[C:14](=[CH:15][C:16]([F:22])=[C:17]([NH:29][CH2:30][CH3:31])[C:18]=3[Cl:20])[C:13](=[O:23])[C:12]([C:24]([OH:26])=[O:25])=[CH:11]2)[CH:9]=1. Procedure: Pyridine (200 mg) and a 40% aqueous solution (250 mg) of methylamine were added to 1-(5-amino-2,4-difluorophenyl)-8-chloro-6,7-difluoro-4-oxo-1,4-dihydroquinoline-3-carboxylic acid (100 mg), and the mixture was heated and stirred overnight at 70° C. The solvent was distilled off under reduced pressure, ethanol (2 ml) was added to the residue, and solids were collected by filtration to obtain the title compound (87 mg) as an orange powder. The reactants are [Na] (sodium), SC(C)C (2mercaptopropane), BrCC(=O)OCC (ethyl bromoacetate). Yields the product CC(C)SCC(=O)OCC (Ethyl (2-Propylmercapto)acetate). Run at time 12 hour. RXN SMILES: [Na].[SH:2][CH:3]([CH3:5])[CH3:4].Br[CH2:7][C:8]([O:10][CH2:11][CH3:12])=[O:9]>C(O)C>[CH3:4][CH:3]([S:2][CH2:7][C:8]([O:10][CH2:11][CH3:12])=[O:9])[CH3:5] |^1:0|. The solvent is C(C)O (ethanol). Procedure: To sodium (4.2 g, 0.18 mol) in ethanol (100 mL) was added 2mercaptopropane (20 mL), 0.21 mol) followed by ethyl bromoacetate (10 mL, 0.090 mol). The mixture was stirred for 12 hours, concentrated, partitioned between ether and water and washed with water. The organic phase was dried over MgSO4, evaporated and distilled to afford the desired product. B.P. 58°-62° C. (1 mm). Starting materials: Brc1ccc(OC2CCCCO2)cc1, CC(=O)[O-], CC(=O)[O-], C1CNCCN1, CC(C)(C)[O-], Cc1ccccc1, CCOC(C)=O, [Na+], O, [Pd+2], c1ccc(P(c2ccccc2)c2ccc3ccccc3c2-c2c(P(c3ccccc3)c3ccccc3)ccc3ccccc23)cc1. Yields the product c1cc(N2CCNCC2)ccc1OC1CCCCO1. RXN SMILES: [Br:1][c:2]1[cH:3][cH:4][c:5]([O:6][CH:7]2[O:8][CH2:9][CH2:10][CH2:11][CH2:12]2)[cH:13][cH:14]1.[C:80]([O-:81])(=[O:82])[CH3:83].[C:85]([O-:86])(=[O:87])[CH3:88].[CH2:15]1[CH2:16][NH:17][CH2:18][CH2:19][NH:20]1.[CH3:67][C:68]([CH3:69])([O-:70])[CH3:71].[CH3:73][c:74]1[cH:75][cH:76][cH:77][cH:78][cH:79]1.[CH3:90][CH2:91][O:92][C:93](=[O:94])[CH3:95].[Na+:72].[OH2:89].[Pd+2:84].[cH:21]1[cH:22][cH:23][c:24]([P:25]([c:26]2[cH:27][cH:28][c:29]3[c:30]([cH:31][cH:32][cH:33][cH:34]3)[c:35]2-[c:36]2[c:37]3[c:38]([cH:39][cH:40][cH:41][cH:42]3)[cH:43][cH:44][c:45]2[P:46]([c:47]2[cH:48][cH:49][cH:50][cH:51][cH:52]2)[c:53]2[cH:54][cH:55][cH:56][cH:57][cH:58]2)[c:59]2[cH:60][cH:61][cH:62][cH:63][cH:64]2)[cH:65][cH:66]1>>[c:2]1([N:17]2[CH2:16][CH2:15][NH:20][CH2:19][CH2:18]2)[cH:3][cH:4][c:5]([O:6][CH:7]2[O:8][CH2:9][CH2:10][CH2:11][CH2:12]2)[cH:13][cH:14]1.